Dataset: the Open Reaction Database (ORD), a public repository of structured organic reaction records. Task: describe an organic reaction: reactants, conditions, products, and yield Starting materials: CN(C)Cc1ccc(CSCCN)o1, CCO, COc1cc(Cc2cnc(N[N+](=O)[O-])[nH]c2=O)ccn1. Yields the product COc1cc(Cc2cnc(NCCSCc3ccc(CN(C)C)o3)[nH]c2=O)ccn1. Reaction SMILES: [CH3:1][N:2]([CH3:3])[CH2:4][c:5]1[cH:6][cH:7][c:8]([CH2:10][S:11][CH2:12][CH2:13][NH2:14])[o:9]1.[CH3:35][CH2:36][OH:37].[N+:15]([NH:16][c:19]1[n:20][cH:21][c:22]([CH2:26][c:27]2[cH:28][c:29]([O:33][CH3:34])[n:30][cH:31][cH:32]2)[c:23](=[O:25])[nH:24]1)([O-:17])=[O:18]>>[CH3:1][N:2]([CH3:3])[CH2:4][c:5]1[cH:6][cH:7][c:8]([CH2:10][S:11][CH2:12][CH2:13][NH:14][c:19]2[n:20][cH:21][c:22]([CH2:26][c:27]3[cH:28][c:29]([O:33][CH3:34])[n:30][cH:31][cH:32]3)[c:23](=[O:25])[nH:24]2)[o:9]1. The reactants are O=C([O-])[O-], CO, O=C(Cl)OCc1ccccc1, OCC1CNCC1CO, [Na+], [Na+], O. Yields the product O=C(OCc1ccccc1)N1CC(CO)C(CO)C1. RXN SMILES: [C:10](=[O:11])([O-:12])[O-:13].[CH3:27][OH:28].[Cl:16][C:17](=[O:18])[O:19][CH2:20][c:21]1[cH:22][cH:23][cH:24][cH:25][cH:26]1.[NH:1]1[CH2:2][CH:3]([CH2:8][OH:9])[CH:4]([CH2:6][OH:7])[CH2:5]1.[Na+:14].[Na+:15].[OH2:29]>>[N:1]1([C:17](=[O:18])[O:19][CH2:20][c:21]2[cH:22][cH:23][cH:24][cH:25][cH:26]2)[CH2:2][CH:3]([CH2:8][OH:9])[CH:4]([CH2:6][OH:7])[CH2:5]1. The solvent is C(Cl)Cl (CH2Cl2). Starting materials: Cl[Pd]Cl (PdCl2), OS(=O)(=O)C(F)(F)F (triflic acid). Reaction SMILES: Cl[Pd:2]Cl.[OH:4][S:5]([C:8]([F:11])([F:10])[F:9])(=[O:7])=[O:6]>C(Cl)Cl>[O-:7][S:5]([C:8]([F:11])([F:10])[F:9])(=[O:6])=[O:4].[Pd+2:2].[O-:7][S:5]([C:8]([F:11])([F:10])[F:9])(=[O:6])=[O:4] |f:3.4.5|. The product is [O-]S(=O)(=O)C(F)(F)F.[Pd+2].[O-]S(=O)(=O)C(F)(F)F (Palladium(II) Triflate). Procedure details: PdCl2 (1.0 g, 5.6 mmol) was slurried in CH2Cl2 (20 mL) and triflic acid (1.7 g, 11.3 mmol) was added dropwise. The mixture was stirred at room temperature overnight. The solvent was removed and 0.9 g of rust color solid was collected. 19F NMR (CDCl3): δ-78.5. Reaction conditions: time 8 hour. Reactants: CCOC(=O)CCN(Cc1ccc2nc(N)n(Cc3nc(C)ccc3O)c2c1)c1cccc(C)c1, [Li+], C1CCOC1, [OH-], O, O. The product is Cc1cccc(N(CCC(=O)O)Cc2ccc3nc(N)n(Cc4nc(C)ccc4O)c3c2)c1. Reaction SMILES: [CH2:4]([CH3:5])[O:6][C:7]([CH2:8][CH2:9][N:10]([c:11]1[cH:12][c:13]([CH3:17])[cH:14][cH:15][cH:16]1)[CH2:18][c:19]1[cH:20][c:21]2[c:22]([n:23][c:24]([NH2:35])[n:25]2[CH2:26][c:27]2[n:28][c:29]([CH3:34])[cH:30][cH:31][c:32]2[OH:33])[cH:36][cH:37]1)=[O:38].[Li+:3].[O:40]1[CH2:41][CH2:42][CH2:43][CH2:44]1.[OH-:2].[OH2:1].[OH2:39]>>[O:6]=[C:7]([CH2:8][CH2:9][N:10]([c:11]1[cH:12][c:13]([CH3:17])[cH:14][cH:15][cH:16]1)[CH2:18][c:19]1[cH:20][c:21]2[c:22]([n:23][c:24]([NH2:35])[n:25]2[CH2:26][c:27]2[n:28][c:29]([CH3:34])[cH:30][cH:31][c:32]2[OH:33])[cH:36][cH:37]1)[OH:38]. The reactants are C(C)N1C2=C(N(C(C(C1=O)(C)C)=O)C)C=C(C=C2)OCCCNC2=C(C=NC=C2)[N+](=O)[O-] (1-ethyl-3,3,5-trimethyl-7-[3-(3-nitropyridin-4-ylamino)propoxy]-1,5-dihydrobenzo[b][1,4]diazepine-2,4-dione). Reagents/catalysts: [Pd] (Palladium on carbon). Run in CO (methanol). The product is NC=1C=NC=CC1NCCCOC1=CC2=C(N(C(C(C(N2C)=O)(C)C)=O)CC)C=C1 (7-[3-(3-aminopyridin-4-ylamino)propoxy]-1-ethyl-3,3,5-trimethyl-1,5-dihydrobenzo[b][1,4]diazepine-2,4-dione). Isolated yield 83.4%. RXN SMILES: [CH2:1]([N:3]1[C:9](=[O:10])[C:8]([CH3:12])([CH3:11])[C:7](=[O:13])[N:6]([CH3:14])[C:5]2[CH:15]=[C:16]([O:19][CH2:20][CH2:21][CH2:22][NH:23][C:24]3[CH:29]=[CH:28][N:27]=[CH:26][C:25]=3[N+:30]([O-])=O)[CH:17]=[CH:18][C:4]1=2)[CH3:2]>[Pd].CO>[NH2:30][C:25]1[CH:26]=[N:27][CH:28]=[CH:29][C:24]=1[NH:23][CH2:22][CH2:21][CH2:20][O:19][C:16]1[CH:17]=[CH:18][C:4]2[N:3]([CH2:1][CH3:2])[C:9](=[O:10])[C:8]([CH3:11])([CH3:12])[C:7](=[O:13])[N:6]([CH3:14])[C:5]=2[CH:15]=1. Procedure details: 10% Palladium on carbon(0.7 g) was added to a methanol solution (30 ml) of 1-ethyl-3,3,5-trimethyl-7-[3-(3-nitropyridin-4-ylamino)propoxy]-1,5-dihydrobenzo[b][1,4]diazepine-2,4-dione(1.8 g). The mixture was subjected to catalytic reduction at room temperature under normal pressure. The reaction mixture was subjected to celite filtration to remove the catalyst. The filtrate was condensed under reduced pressure to give the title compound(1.4 g) as an orange amorphous solid.